From a dataset of the Open Reaction Database (ORD), a public repository of structured organic reaction records. describe an organic reaction: reactants, conditions, products, and yield Reported procedure: A suspension of 7.769 g (40 mM) of 5-hydroxymethyl-2-phenyl-1,3-dioxane n1 and 2.08 g (52 mM) of 60% sodium hydride in oil in 150 ml of anhydrous benzene is heated at 50° C. for 1 hour then a solution of 17.28 g (54 mM) of n-hexadecyl methanesulfonate in 50 ml of anhydrous benzene is added. The reaction mixture is heated under refluxing for 7 hours. The product is isolated by ethyl acetate extraction. The ethyl acetate layer is washed with saturated aqueous sodium chloride, dried over anhydrous ... Solvent: C1=CC=CC=C1 (benzene), C1=CC=CC=C1 (benzene). The yield is 96.8%. Reactants: CS(=O)(=O)OCCCCCCCCCCCCCCCC (n-hexadecyl methanesulfonate), C(C)(=O)OCC (ethyl acetate), OCC1COC(OC1)C1=CC=CC=C1 (5-hydroxymethyl-2-phenyl-1,3-dioxane), [H-].[Na+] (sodium hydride). The product is C(CCCCCCCCCCCCCCC)OCC1COC(OC1)C1=CC=CC=C1 (5-hexadecyloxymethyl-2-phenyl-1,3-dioxane). As a reaction SMILES: [OH:1][CH2:2][CH:3]1[CH2:8][O:7][CH:6]([C:9]2[CH:14]=[CH:13][CH:12]=[CH:11][CH:10]=2)[O:5][CH2:4]1.[H-].[Na+].CS(O[CH2:22][CH2:23][CH2:24][CH2:25][CH2:26][CH2:27][CH2:28][CH2:29][CH2:30][CH2:31][CH2:32][CH2:33][CH2:34][CH2:35][CH2:36][CH3:37])(=O)=O.C(OCC)(=O)C>C1C=CC=CC=1>[CH2:37]([O:1][CH2:2][CH:3]1[CH2:4][O:5][CH:6]([C:9]2[CH:14]=[CH:13][CH:12]=[CH:11][CH:10]=2)[O:7][CH2:8]1)[CH2:36][CH2:35][CH2:34][CH2:33][CH2:32][CH2:31][CH2:30][CH2:29][CH2:28][CH2:27][CH2:26][CH2:25][CH2:24][CH2:23][CH3:22] |f:1.2|. Reaction conditions: temperature 50 celsius.